From a dataset of the Open Reaction Database (ORD), a public repository of structured organic reaction records. describe an organic reaction: reactants, conditions, products, and yield The reactants are CN(C=O)C (dimethylformamide), ClC1=CC=C(C=C1)[N+](=O)[O-] (4-chloronitrobenzene), C(C(C)(C)C)O (neopentyl alcohol), [H-].[Na+] (sodium hydride). Run in O (water). The product is C(C(C)(C)C)OC1=CC=C(C=C1)[N+](=O)[O-] (4-neopentyloxynitrobenzene). Yield: 330.9%. RXN SMILES: CN(C)C=O.Cl[C:7]1[CH:12]=[CH:11][C:10]([N+:13]([O-:15])=[O:14])=[CH:9][CH:8]=1.[CH2:16]([OH:21])[C:17]([CH3:20])([CH3:19])[CH3:18].[H-].[Na+]>O>[CH2:16]([O:21][C:7]1[CH:12]=[CH:11][C:10]([N+:13]([O-:15])=[O:14])=[CH:9][CH:8]=1)[C:17]([CH3:20])([CH3:19])[CH3:18] |f:3.4|. Procedure details: To dimethylformamide solution (78 ml) containing 4-chloronitrobenzene (15.7 g) and neopentyl alcohol (10.6 g) was added by portions sodium hydride (60% content, 4.8 g) under ice-cooling. The mixture was stirred under ice-cooling for 1 h. The mixture was warmed to room temperature and stirred further for 1 h. The reaction mixture was poured into water and extracted with toluene. The organic layer was washed with saturated brine and dried over anhydrous magnesium sulfate, after which the solvent w... The reactants are O (Water), NC=1C=C(C(=O)NC2=NC=CC3=CC=CC=C23)C=CC1N (3,4-diamino-N-isoquinolin-1-yl-benzamide), COC(CCC1=CC(=C(C(=C1)C)C=O)C)=O (3-(4-formyl-3,5-dimethylphenyl)-propionic acid methyl ester), OOS(=O)[O-].[K+] (oxone). Solvent: CN(C)C=O (DMF). Conditions: time 1 hour. Product: COC(CCC1=CC(=C(C(=C1)C)C1=NC2=C(N1)C=C(C=C2)C(NC2=NC=CC1=CC=CC=C21)=O)C)=O (3-{4-[6-(Isoquinolin-1-ylcarbamoyl)-1H-benzoimidazol-2-yl]-3,5-dimethylphenyl}-propionic acid methyl ester). RXN SMILES: [NH2:1][C:2]1[CH:3]=[C:4]([CH:18]=[CH:19][C:20]=1[NH2:21])[C:5]([NH:7][C:8]1[C:17]2[C:12](=[CH:13][CH:14]=[CH:15][CH:16]=2)[CH:11]=[CH:10][N:9]=1)=[O:6].[CH3:22][O:23][C:24](=[O:37])[CH2:25][CH2:26][C:27]1[CH:32]=[C:31]([CH3:33])[C:30]([CH:34]=O)=[C:29]([CH3:36])[CH:28]=1.OOS([O-])=O.[K+].O>CN(C=O)C>[CH3:22][O:23][C:24](=[O:37])[CH2:25][CH2:26][C:27]1[CH:32]=[C:31]([CH3:33])[C:30]([C:34]2[NH:1][C:2]3[CH:3]=[C:4]([C:5](=[O:6])[NH:7][C:8]4[C:17]5[C:12](=[CH:13][CH:14]=[CH:15][CH:16]=5)[CH:11]=[CH:10][N:9]=4)[CH:18]=[CH:19][C:20]=3[N:21]=2)=[C:29]([CH3:36])[CH:28]=1 |f:2.3|. Procedure: A solution of 3,4-diamino-N-isoquinolin-1-yl-benzamide (200 mg) and 3-(4-formyl-3,5-dimethylphenyl)-propionic acid methyl ester (189 mg) (from Example 6-17) in 5 mL DMF/0.5 mL water was stirred at ambient temperature for 15 min then oxone (292 mg) was added and stirring was continued for 1 h. Water was added and the mixture was extracted with EtOAc. The organic phase was dried over sodium sulfate and the solvent was removed under reduced pressure. The residue was purified by flash chromatography... As a reaction SMILES: [C:1]([CH3:2])(=[O:3])[O:4][CH:5]1[CH:6]([N:38]=[N+:39]=[N-:40])[CH:7]([O:8][CH2:9][CH2:10][NH:11][C:12](=[O:13])[O:14][CH2:15][c:16]2[cH:17][cH:18][cH:19][cH:20][cH:21]2)[O:22][CH:23]([CH2:29][O:30][Si:31]([C:32]([CH3:33])([CH3:34])[CH3:35])([CH3:36])[CH3:37])[CH:24]1[O:25][C:26]([CH3:27])=[O:28].[CH2:45]1[O:46][CH2:47][CH2:48][CH2:49]1.[Cl:41][CH:42]([Cl:43])[Cl:44]>>[C:1]([CH3:2])(=[O:3])[O:4][CH:5]1[CH:6]([N:38]=[N+:39]=[N-:40])[CH:7]([O:8][CH2:9][CH2:10][NH:11][C:12](=[O:13])[O:14][CH2:15][c:16]2[cH:17][cH:18][cH:19][cH:20][cH:21]2)[O:22][CH:23]([CH2:29][OH:30])[CH:24]1[O:25][C:26]([CH3:27])=[O:28]. Yields the product CC(=O)OC1C(CO)OC(OCCNC(=O)OCc2ccccc2)C(N=[N+]=[N-])C1OC(C)=O. Reactants: CC(=O)OC1C(CO[Si](C)(C)C(C)(C)C)OC(OCCNC(=O)OCc2ccccc2)C(N=[N+]=[N-])C1OC(C)=O, C1CCOC1, ClC(Cl)Cl. Reactants: TEA, O(C1=CC=CC=C1)C1=CC=C(C=C1)NC(N[C@H](/C=C/C(=O)O)CC1=CC=CC=C1)=O ((E)-(S)-4-[3-(4-Phenoxy-phenyl)-ureido]-5-phenyl-pent-2-enoic acid), O(C1=CC=CC=C1)C1=CC=C(C=C1)N=C=O (4-phenoxy phenyl isocyanate), N1(CCCC1)CCNC(\C=C\[C@H](CC1=CC=CC=C1)NC(=O)NC1=CC=C(C=C1)OC1=CC=C(C=C1)F)=O ((E)-(S)-4-{3-[4-(4-Fluoro-phenoxy)-phenyl]-ureido}-5-phenyl-pent-2-enoic Acid (2-pyrrolidin-1-yl-ethyl)-amide), Cl (HCl). Solvent: C1CCOC1 (THF), C(Cl)Cl (CH2Cl2), O1CCOCC1 (1,4-dioxane). Reaction conditions: time 15 minute. Product: CNCCNC(\C=C\[C@H](CC1=CC=CC=C1)NC(=O)NC1=CC=C(C=C1)OC1=CC=CC=C1)=O ((E)-(S)-4-[3-(4-Phenoxy-phenyl)-ureido]-5-phenyl-pent-2-enoic acid (2-methylamino-ethyl)-amide). The yield is 43.6%. As a reaction SMILES: O(C1C=CC(NC(=O)N[C@@H](CC2C=CC=CC=2)/C=C/C(O)=O)=CC=1)C1C=CC=CC=1.[N:31]1([CH2:36][CH2:37][NH:38][C:39](=[O:68])/[CH:40]=[CH:41]/[C@@H:42]([NH:50][C:51]([NH:53][C:54]2[CH:59]=[CH:58][C:57]([O:60][C:61]3[CH:66]=[CH:65][C:64](F)=[CH:63][CH:62]=3)=[CH:56][CH:55]=2)=[O:52])[CH2:43][C:44]2[CH:49]=[CH:48][CH:47]=[CH:46][CH:45]=2)CCC[CH2:32]1.Cl.O(C1C=CC(N=C=O)=CC=1)C1C=CC=CC=1>C(Cl)Cl.O1CCOCC1.C1COCC1>[CH3:32][NH:31][CH2:36][CH2:37][NH:38][C:39](=[O:68])/[CH:40]=[CH:41]/[C@@H:42]([NH:50][C:51]([NH:53][C:54]1[CH:59]=[CH:58][C:57]([O:60][C:61]2[CH:66]=[CH:65][CH:64]=[CH:63][CH:62]=2)=[CH:56][CH:55]=1)=[O:52])[CH2:43][C:44]1[CH:49]=[CH:48][CH:47]=[CH:46][CH:45]=1. Procedure details: (E)-(S)-4-[3-(4-Phenoxy-phenyl)-ureido]-5-phenyl-pent-2-enoic acid. To a solution of (E)-(S)-4-tert-butoxycarbonylamino-5-phenyl-pent-2-enoic acid (Example 11, step A) (2.12 g, 7.26 mmol) in CH2Cl2 (73 mL) was added 4 M HCl in 1,4-dioxane (25 mL), and the resulting solution was stirred at rt for 15 min. The solvent was removed. To a solution of the resulting residue and TEA (0.74 g, 7.26 mmol) in THF (73 mL) cooled to 0° C., was added 4-phenoxy phenyl isocyanate (1.53 g, 7.26 mmol), and the mixt...